Dataset: the Open Reaction Database (ORD), a public repository of structured organic reaction records. Task: describe an organic reaction: reactants, conditions, products, and yield Reactants: BrCCCOC1CCCCO1, N#CN=C(Nc1ccc(F)c(F)c1)Oc1ccccc1, O=C([O-])[O-], O=C([O-])[O-], O=C([O-])[O-], [K+], [K+], [K+], [N+3], CN(C)C=O, O. Product: N#CN=C(Oc1ccccc1)N(CCCOC1CCCCO1)c1ccc(F)c(F)c1. RXN SMILES: [Br:21][CH2:22][CH2:23][CH2:24][O:25][CH:26]1[O:27][CH2:28][CH2:29][CH2:30][CH2:31]1.[C:1](#[N:2])[N:3]=[C:4]([NH:5][c:6]1[cH:7][c:8]([F:13])[c:9]([F:12])[cH:10][cH:11]1)[O:14][c:15]1[cH:16][cH:17][cH:18][cH:19][cH:20]1.[C:32](=[O:33])([O-:34])[O-:35].[C:38](=[O:39])([O-:40])[O-:41].[C:42](=[O:43])([O-:44])[O-:45].[K+:36].[K+:46].[K+:47].[N+3:37].[O:48]=[CH:49][N:50]([CH3:51])[CH3:52].[OH2:53]>>[C:1](#[N:2])[N:3]=[C:4]([N:5]([c:6]1[cH:7][c:8]([F:13])[c:9]([F:12])[cH:10][cH:11]1)[CH2:22][CH2:23][CH2:24][O:25][CH:26]1[O:27][CH2:28][CH2:29][CH2:30][CH2:31]1)[O:14][c:15]1[cH:16][cH:17][cH:18][cH:19][cH:20]1. Reaction SMILES: [CH3:1][O:2][C:3](=[O:4])[c:5]1[n:6][cH:7][n:8](-[c:10]2[cH:11][c:12]([N+:16](=[O:17])[O-:18])[cH:13][cH:14][cH:15]2)[cH:9]1.[CH3:21][OH:22].[Na+:20].[OH-:19]>>[O:2]=[C:3]([OH:4])[c:5]1[n:6][cH:7][n:8](-[c:10]2[cH:11][c:12]([N+:16](=[O:17])[O-:18])[cH:13][cH:14][cH:15]2)[cH:9]1. Product: O=C(O)c1cn(-c2cccc([N+](=O)[O-])c2)cn1. Reactants: COC(=O)c1cn(-c2cccc([N+](=O)[O-])c2)cn1, CO, [Na+], [OH-]. Reactants: C(=O)([O-])[O-].[K+].[K+] (K2CO3), ClCC(CC(=O)OCC)=O (ethyl chloroacetoacetate), C(=O)N (formamide), [Na+].[Cl-] (NaCl), C(=O)([O-])[O-].[K+].[K+] (K2CO3). The solvent is C1=CC=CC=C1.CCOCC (benzene ether). Run at time 18 hour. The product is CC=1N=COC1C(=O)OCC (Ethyl 4-Methyl-5-Oxazolecarboxylate). The yield is 28.3%. RXN SMILES: Cl[CH2:2][C:3](=O)[CH2:4][C:5]([O:7][CH2:8][CH3:9])=[O:6].[CH:11]([NH2:13])=[O:12].C([O-])([O-])=O.[K+].[K+].[Na+].[Cl-]>C1C=CC=CC=1.CCOCC>[CH3:2][C:3]1[N:13]=[CH:11][O:12][C:4]=1[C:5]([O:7][CH2:8][CH3:9])=[O:6] |f:2.3.4,5.6,7.8|. Procedure: This compound was prepared according to the procedure described in French Pat. No. 1,543,853. A mixture of 50.0 g (0.337 moles) of ethyl chloroacetoacetate and 42.0 g (0.933 moles) of formamide was stirred at 120°-135° for 18 hr. Thereafter, the mixture was cooled using an ice bath to 10° C. 300 ml of 1 N K2CO3 was added dropwise with gas evolution noted. After complete addition of K2CO3 solution, the reaction mixture was stirred with 200 ml of benzene/ether (2:1) and saturated with NaCl. The in... Reactants: N1CCC2(CC1)OCC1=CC=CC=C12 (1,3-dihydrospiro[isobenzofuran-1,4'-piperidine]), C1COC(C(CC)Cl)(C2=CC=C(C=C2)F)O1 (α-chloro-p-fluorobutyrophenone ethylene ketal), C([O-])([O-])=O.[K+].[K+] (potassium carbonate). Solvent: C(CCC)O (1-butanol). Reaction conditions: time 65 hour. The product is FC1=CC=C(C(=O)CCCN2CCC3(CC2)OC(C2=CC=CC=C23)=O)C=C1 (1,3-dihydro1'-[3-(4-fluorobenzoyl)propyl]spiro[isobenzofuran-1,4'-piperidine]-3-one). Reaction SMILES: [NH:1]1[CH2:6][CH2:5][C:4]2([C:14]3[C:9](=[CH:10][CH:11]=[CH:12][CH:13]=3)[CH2:8][O:7]2)[CH2:3][CH2:2]1.C1O[C:18]([C:23]2[CH:28]=[CH:27][C:26]([F:29])=[CH:25][CH:24]=2)([CH:19](Cl)[CH2:20][CH3:21])[O:17]C1.C(=O)([O-])[O-:32].[K+].[K+]>C(O)CCC>[F:29][C:26]1[CH:25]=[CH:24][C:23]([C:18]([CH2:19][CH2:20][CH2:21][N:1]2[CH2:6][CH2:5][C:4]3([C:14]4[C:9](=[CH:10][CH:11]=[CH:12][CH:13]=4)[C:8](=[O:32])[O:7]3)[CH2:3][CH2:2]2)=[O:17])=[CH:28][CH:27]=1 |f:2.3.4|. Procedure: A mixture of 4.0 g. of 1,3-dihydrospiro[isobenzofuran-1,4'-piperidine], 6.04 g. of α-chloro-p-fluorobutyrophenone ethylene ketal, 10 g. of potassium carbonate, and 50 ml. of 1-butanol is heated under reflux with stirring for 65 hours, cooled, and filtered. The filtrate is concentrated to an oil which is dissolved in 50 ml. of ethanol and 50 ml. of 3N hydrochloric acid. After 2 hours, the solution is made basic and extracted with benzene. Concentration of the benzene solution provides 1,3-dihydro...